This data is from the Open Reaction Database (ORD), a public repository of structured organic reaction records. The task is: describe an organic reaction: reactants, conditions, products, and yield The reactants are ClC1=C(C(=O)N2N=C(C3=C(C=CC=C23)F)C2=CC(=C(C(=O)O)C=C2)O)C(=CC=C1)C(F)(F)F (4-(1-(2-chloro-6-(trifluoromethyl)benzoyl)-4-fluoro-1H-indazol-3-yl)-2-hydroxybenzoic acid), CC(=O)OC(=O)C (Ac2O), [Mg+2].[I-].[I-] (MgI2). The solvent is C(C)OCC (ethyl ether). Conditions: temperature 40 celsius. Product: C(C)(=O)OC1=C(C(=O)O)C=CC(=C1)C1=NN(C2=CC=CC(=C12)F)C(C1=C(C=CC=C1C(F)(F)F)Cl)=O (2-acetoxy-4-(1-(2-chloro-6-(trifluoromethyl)benzoyl)-4-fluoro-1H-indazol-3-yl)benzoic acid). Reaction SMILES: [Cl:1][C:2]1[CH:29]=[CH:28][CH:27]=[C:26]([C:30]([F:33])([F:32])[F:31])[C:3]=1[C:4]([N:6]1[C:14]2[C:9](=[C:10]([F:15])[CH:11]=[CH:12][CH:13]=2)[C:8]([C:16]2[CH:24]=[CH:23][C:19]([C:20]([OH:22])=[O:21])=[C:18]([OH:25])[CH:17]=2)=[N:7]1)=[O:5].[CH3:34][C:35](OC(C)=O)=[O:36].[Mg+2].[I-].[I-]>C(OCC)C>[C:35]([O:25][C:18]1[CH:17]=[C:16]([C:8]2[C:9]3[C:14](=[CH:13][CH:12]=[CH:11][C:10]=3[F:15])[N:6]([C:4](=[O:5])[C:3]3[C:26]([C:30]([F:32])([F:31])[F:33])=[CH:27][CH:28]=[CH:29][C:2]=3[Cl:1])[N:7]=2)[CH:24]=[CH:23][C:19]=1[C:20]([OH:22])=[O:21])(=[O:36])[CH3:34] |f:2.3.4|. Procedure details: A suspension of compound 26A (48 mg, 0.1 mmol), Ac2O (0.8 mL) and MgI2 (28 mg, 0.1 mmol) in anhydrous ethyl ether (3 mL) was refluxed at 40° C. for 0.5 h. The reaction was cooled to rt, quenched with H2O, extracted with ether, and concentrated. The crude product was dissolved in THF (10 mL)/H2O (10 mL) and refluxed at 80° C. for 1 h. The mixture was cooled to rt, diluted with H2O, and extracted with EtOAc. The combined organic extracts were concentrated and purified by flash chromatography PE/EA... The reactants are CC(=O)O, CON=C(C#N)c1cnccn1, O, OO. The product is CON=C(C#N)c1c[n+]([O-])ccn1. Reaction SMILES: [CH3:13][C:14]([OH:15])=[O:16].[CH3:1][O:2][N:3]=[C:4]([C:5]#[N:6])[c:7]1[n:8][cH:9][cH:10][n:11][cH:12]1.[OH2:19].[OH:17][OH:18]>>[CH3:1][O:2][N:3]=[C:4]([C:5]#[N:6])[c:7]1[n:8][cH:9][cH:10][n+:11]([O-:15])[cH:12]1. Starting materials: O=C[C@H](O)[C@H](O)[C@H](O)CO (D-ribose), CN (methylamine), ClCCN=C=O (2-chloroethyl isocyanate). Product: ClCCNC(=O)N(C1[C@H](O)[C@H](O)[C@H](O1)CO)C (1-(2-chloroethyl)-3-methyl-3-D-ribofuranosylurea). Yield: 74.5%. As a reaction SMILES: O=[CH:2][C@@H:3]([C@@H:5]([C@@H:7]([CH2:9][OH:10])[OH:8])[OH:6])[OH:4].[CH3:11][NH2:12].[Cl:13][CH2:14][CH2:15][N:16]=[C:17]=[O:18]>>[Cl:13][CH2:14][CH2:15][NH:16][C:17]([N:12]([CH3:11])[CH:2]1[O:8][C@H:7]([CH2:9][OH:10])[C@@H:5]([OH:6])[C@H:3]1[OH:4])=[O:18]. Procedure: 3.0 g of D-ribose, 1.0 g of methylamine and 2.5 g of 2-chloroethyl isocyanate are treated in the same manner as described in Example 1-(1). 4.0 g of 1-(2-chloroethyl)-3-methyl-3-D-ribofuranosylurea are thereby obtained as colorless caramel. The reactants are C1(=CC=C(C=C1)S(=O)(=O)[O-])C.C[N+]1=C(C=CC2=CC=CC=C12)SC (1-methyl-2-methylthioquinolinium p-toluenesulfonate), C(C)(=O)C=1C=CC(=C(C1)N=C1SCC(N1CC1=CC=CC=C1)=O)NCC (2-(5-acetyl-2-ethylaminophenylimino)-3-benzylthiazolidin-4-one). Yields the product C(C)(=O)C=1C=CC(=C(C1)N=C1SC(C(N1CC1=CC=CC=C1)=O)=C1N(C2=CC=CC=C2C=C1)C)NCC (2-(5-acetyl-2-ethylaminophenylimino)-3-benzyl-5-(1-methyl-1H-quinolin-2-ylidene)thiazolidin-4-one). RXN SMILES: C1(C)C=CC(S([O-])(=O)=O)=CC=1.[CH3:12][N+:13]1[C:22]2[C:17](=[CH:18][CH:19]=[CH:20][CH:21]=2)[CH:16]=[CH:15][C:14]=1SC.[C:25]([C:28]1[CH:29]=[CH:30][C:31]([NH:48][CH2:49][CH3:50])=[C:32]([N:34]=[C:35]2[N:39]([CH2:40][C:41]3[CH:46]=[CH:45][CH:44]=[CH:43][CH:42]=3)[C:38](=[O:47])[CH2:37][S:36]2)[CH:33]=1)(=[O:27])[CH3:26]>>[C:25]([C:28]1[CH:29]=[CH:30][C:31]([NH:48][CH2:49][CH3:50])=[C:32]([N:34]=[C:35]2[N:39]([CH2:40][C:41]3[CH:42]=[CH:43][CH:44]=[CH:45][CH:46]=3)[C:38](=[O:47])[C:37](=[C:14]3[CH:15]=[CH:16][C:17]4[C:22](=[CH:21][CH:20]=[CH:19][CH:18]=4)[N:13]3[CH3:12])[S:36]2)[CH:33]=1)(=[O:27])[CH3:26] |f:0.1|. Procedure details: In a manner similar to Example 102, 1-methyl-2-methylthioquinolinium p-toluenesulfonate was condensed with 2-(5-acetyl-2-ethylaminophenylimino)-3-benzylthiazolidin-4-one to afford the title compound. 1H-NMR (CDCl3): δ 7.66–7.71 (2H, m), 7.43–7.56 (4H, m), 7.20–7.38 (7H, m), 6.53 (1H, d), 5.20 (2H, s), 3.78 (3H, br s), 3.07 (2H, q), 2.51 (3H, s), 1.06 (3H, t); MS(ESI): 509 (MH+). Starting materials: OCC(=O)[C@@H](O)[C@H](O)[C@H](O)CO (D-fructose), [OH-].[Na+] (NaOH). Run at temperature 100 celsius. Yields the product C(C1C(C(C(C(O1)O)O)O)O)O (Hexose). Reaction SMILES: [OH:1][CH2:2][C:3]([C@H:5]([C@@H:7]([C@@H:9]([CH2:11][OH:12])[OH:10])[OH:8])[OH:6])=[O:4].[OH-].[Na+]>>[CH2:2]([OH:1])[CH:3]1[O:4][CH:11]([OH:12])[CH:9]([OH:10])[CH:7]([OH:8])[CH:5]1[OH:6] |f:1.2|. Procedure details: A 40-% D-fructose solution was adjusted to pH 11 for heating at 100° C. for 90 minutes by a batch-wise process. So as to maintain the pH, an appropriate volume of 4N NaOH was added every 30 minutes. Reactants: C(C)(=O)[O-].[K+] (potassium acetate), [I-].[K+] (potassium iodide), BrCCCC(=O)CCCC(CCCBr)=O (1,3-Bis(4-bromobutyroyl)Propane). Solvent: CCOC(=O)C (EtOAc), C(C)(=O)OC(C)=O (acetic anhydride). Conditions: temperature 25 celsius, time 14 hour. The product is C(C)(=O)OCCCC(=O)CCCC(CCCOC(C)=O)=O (1,3-Bis(4-acetoxybutyroyl)Propane). The yield is 66.3%. As a reaction SMILES: [C:1]([O-:4])(=[O:3])[CH3:2].[K+].[I-].[K+].Br[CH2:9][CH2:10][CH2:11][C:12]([CH2:14][CH2:15][CH2:16][C:17](=[O:22])[CH2:18][CH2:19][CH2:20]Br)=[O:13]>C(OC(=O)C)(=O)C.CCOC(C)=O>[C:1]([O:4][CH2:9][CH2:10][CH2:11][C:12]([CH2:14][CH2:15][CH2:16][C:17](=[O:22])[CH2:18][CH2:19][CH2:20][O:4][C:1](=[O:3])[CH3:2])=[O:13])(=[O:3])[CH3:2] |f:0.1,2.3|. Procedure details: A solution of 20.6 g potassium acetate and 3.49 g potassium iodide in 306 ml acetic anhydride was stirred and the product (VII) of Ex. 1 added. The reaction mixture was refluxed with stirring for 12-16 hrs, then cooled to 25° C. and diluted with 100 ml EtOAc. The reaction mixture was filtered, and the filtrate concentrated in vacuo. Ethyl acetate (400 ml) was added and the resultant solution was washed with 2×200 ml of 50% aq. NaHCl3. The organic layer was isolated, dried (MgSO4 an.), filtered a...